This data is from the Open Reaction Database (ORD), a public repository of structured organic reaction records. The task is: describe an organic reaction: reactants, conditions, products, and yield Starting materials: acid chloride, Cl (hydrochloric acid), COC1=C(C(=O)Cl)C=CC=C1 (2-methoxybenzoyl chloride), NC(CC(=O)O)C(=O)O (DL-aspartic acid), COC1=C(C(=O)Cl)C=CC=C1 (2-methoxybenzoyl chloride). The solvent is [OH-].[Na+] (sodium hydroxide), [OH-].[Na+] (sodium hydroxide), [OH-].[Na+] (sodium hydroxide), C1CCOC1 (THF). Reaction conditions: time 3 hour. Product: COC1=C(C(=O)N[C@@H](CC(=O)O)C(=O)O)C=CC=C1 (N-(2-methoxybenzoyl) aspartic acid). The yield is 75.0%. As a reaction SMILES: [NH2:1][CH:2]([C:7]([OH:9])=[O:8])[CH2:3][C:4]([OH:6])=[O:5].[CH3:10][O:11][C:12]1[CH:20]=[CH:19][CH:18]=[CH:17][C:13]=1[C:14](Cl)=[O:15].Cl>[OH-].[Na+].C1COCC1>[CH3:10][O:11][C:12]1[CH:20]=[CH:19][CH:18]=[CH:17][C:13]=1[C:14]([NH:1][C@H:2]([C:7]([OH:9])=[O:8])[CH2:3][C:4]([OH:6])=[O:5])=[O:15] |f:3.4|. Procedure details: 10 g of DL-aspartic acid (Aldrich) are dissolved in 105 ml of a 2.5N aqueous sodium hydroxide solution (60 ml)/THF (45 ml) mixture in a 500 ml, three-necked, round-bottomed flask equipped with a phmeter and with two dropping funnels containing, on the one hand, a 2.5N aqueous sodium hydroxide solution and, on the other hand, 2-methoxybenzoyl chloride. The 2-methoxybenzoyl chloride is added dropwise while maintaining the pH above 9 by simultaneous addition of the 2.5N sodium hydroxide solution. T... The reactants are [Al+3], [Cl-], [Cl-], [Cl-], CC(C)=CC(=O)Nc1ccccc1, c1ccccc1. The product is CC1(C)CC(=O)Nc2ccccc21. RXN SMILES: [Al+3:2].[Cl-:1].[Cl-:3].[Cl-:4].[c:5]1([NH:11][C:12]([CH:13]=[C:14]([CH3:15])[CH3:16])=[O:17])[cH:6][cH:7][cH:8][cH:9][cH:10]1.[cH:18]1[cH:19][cH:20][cH:21][cH:22][cH:23]1>>[c:5]12[cH:6][cH:7][cH:8][cH:9][c:10]1[C:14]([CH3:15])([CH3:16])[CH2:13][C:12](=[O:17])[NH:11]2. The reactants are O=C(O)C(F)(F)F, CC(C)(C)OC(=O)c1ccc(-c2ccccc2)cc1NC(=O)c1cncc(-n2cccc2)c1. Product: O=C(Nc1cc(-c2ccccc2)ccc1C(=O)O)c1cncc(-n2cccc2)c1. RXN SMILES: [OH:34][C:35]([C:36]([F:37])([F:38])[F:39])=[O:40].[c:1]1(-[c:7]2[cH:8][c:9]([NH:20][C:21](=[O:22])[c:23]3[cH:24][n:25][cH:26][c:27](-[n:29]4[cH:30][cH:31][cH:32][cH:33]4)[cH:28]3)[c:10]([C:11](=[O:12])[O:13][C:14]([CH3:15])([CH3:16])[CH3:17])[cH:18][cH:19]2)[cH:2][cH:3][cH:4][cH:5][cH:6]1>>[c:1]1(-[c:7]2[cH:8][c:9]([NH:20][C:21](=[O:22])[c:23]3[cH:24][n:25][cH:26][c:27](-[n:29]4[cH:30][cH:31][cH:32][cH:33]4)[cH:28]3)[c:10]([C:11](=[O:12])[OH:13])[cH:18][cH:19]2)[cH:2][cH:3][cH:4][cH:5][cH:6]1. Starting materials: Brc1nccs1, CC(C)(C)[O-], CCOC(C)=O, [K+], Nc1ccc(O)cc1F. Yields the product Nc1ccc(Oc2nccs2)cc1F. Reaction SMILES: [Br:10][c:11]1[s:12][cH:13][cH:14][n:15]1.[CH3:16][C:17]([CH3:18])([O-:19])[CH3:20].[CH3:22][CH2:23][O:24][C:25]([CH3:26])=[O:27].[K+:21].[NH2:1][c:2]1[c:3]([F:9])[cH:4][c:5]([OH:8])[cH:6][cH:7]1>>[NH2:1][c:2]1[c:3]([F:9])[cH:4][c:5]([O:8][c:11]2[s:12][cH:13][cH:14][n:15]2)[cH:6][cH:7]1. The reactants are C(C1=CC=CC=C1)(=O)CC(=O)O (benzoylacetic acid), C1CCC2=NCCCN2CC1 (DBU). The product is CC(=O)C1=CC=CC=C1 (phenyl methyl ketone). Isolated yield 100.0%. As a reaction SMILES: [C:1]([CH2:9]C(O)=O)(=[O:8])[C:2]1[CH:7]=[CH:6][CH:5]=[CH:4][CH:3]=1.C1CCN2C(=NCCC2)CC1>>[CH3:9][C:1]([C:2]1[CH:7]=[CH:6][CH:5]=[CH:4][CH:3]=1)=[O:8]. Procedure details: When reacting 10 mmol of benzoylacetic acid with 20 mmol DBU at 25° C. for 3 hrs., phenyl methyl ketone was obtained in a yield of 100% of theory. The reactants are COC(=O)CCC(C#N)(CCC(=O)OC)c1ccc(OC)c(OC2CCCC2)c1, COCCOC, [H-], [Na+], O. Yields the product COC(=O)C1CC(C#N)(c2ccc(OC)c(OC3CCCC3)c2)CCC1=O. Reaction SMILES: [C:1](#[N:2])[C:3]([CH2:4][CH2:5][C:6](=[O:7])[O:8][CH3:9])([CH2:10][CH2:11][C:12]([O:14][CH3:13])=[O:15])[c:16]1[cH:17][c:18]([O:24][CH:25]2[CH2:26][CH2:27][CH2:28][CH2:29]2)[c:19]([O:22][CH3:23])[cH:20][cH:21]1.[CH3:33][O:34][CH2:35][CH2:36][O:37][CH3:38].[H-:30].[Na+:31].[OH2:32]>>[C:1](#[N:2])[C:3]1([c:16]2[cH:17][c:18]([O:24][CH:25]3[CH2:26][CH2:27][CH2:28][CH2:29]3)[c:19]([O:22][CH3:23])[cH:20][cH:21]2)[CH2:4][CH:5]([C:6](=[O:7])[O:8][CH3:9])[C:12](=[O:14])[CH2:11][CH2:10]1. Reactants: ClS(=O)(=O)C1=C(C=CC(=C1)C(C(F)(F)F)(C(F)(F)F)O)CCC(=O)OC (2-chlorosulfonyl-4-[2,2,2-trifluoro-1-hydroxy-1-(trifluoromethyl)ethyl]benzenepropanoic acid, methyl ester). The reagents and catalysts are [Zn] (zinc). Solvent: C(C)(=O)O (acetic acid). The product is SC1=C(C=CC(=C1)C(C(F)(F)F)(C(F)(F)F)O)CCC(=O)OC (2-mercapto-4-[2,2,2-trifluoro-1-hydroxy-1-(trifluoromethyl)ethyl]benzenepropanoic acid, methyl ester). RXN SMILES: Cl[S:2]([C:5]1[CH:10]=[C:9]([C:11]([OH:20])([C:16]([F:19])([F:18])[F:17])[C:12]([F:15])([F:14])[F:13])[CH:8]=[CH:7][C:6]=1[CH2:21][CH2:22][C:23]([O:25][CH3:26])=[O:24])(=O)=O>C(O)(=O)C.[Zn]>[SH:2][C:5]1[CH:10]=[C:9]([C:11]([OH:20])([C:12]([F:13])([F:14])[F:15])[C:16]([F:19])([F:18])[F:17])[CH:8]=[CH:7][C:6]=1[CH2:21][CH2:22][C:23]([O:25][CH3:26])=[O:24]. Procedure: To excess chlorosulfonic acid cooled with an ice-acetone bath can be added methyl 4-[2,2,2-trifluoro-1-hydroxy-1-(trifluoromethyl)ethyl]benzenepropanoate with stirring. The solution should be stirred for several hours. Addition of the reaction mixture to ice and isolation of the product will give 2-chlorosulfonyl-4-[2,2,2-trifluoro-1-hydroxy-1-(trifluoromethyl)ethyl]benzenepropanoic acid, methyl ester. Reduction of 2-chlorosulfonyl-4-[2,2,2-trifluoro-1-hydroxy-1-(trifluoromethyl)ethyl]benzenepro... The reactants are ClC1=CC(=NC2=CC=C(C=C12)[N+](=O)[O-])C (4-Chloro-2-methyl-6-nitroquinoline), C1(=CC=CC=C1)C1CNCC1 (3-phenylpyrrolidine), C(C)(C)N(CC)C(C)C (diisopropyl-ethylamine). Solvent: C(C)OCCO (2-ethoxyethanol), O (water). Yields the product CC1=NC2=CC=C(C=C2C(=C1)N1CC(CC1)C1=CC=CC=C1)[N+](=O)[O-] (2-Methyl-6-nitro-4-(3-phenylpyrrolidin-1-yl)quinoline). Reaction SMILES: Cl[C:2]1[C:11]2[C:6](=[CH:7][CH:8]=[C:9]([N+:12]([O-:14])=[O:13])[CH:10]=2)[N:5]=[C:4]([CH3:15])[CH:3]=1.[C:16]1([CH:22]2[CH2:26][CH2:25][NH:24][CH2:23]2)[CH:21]=[CH:20][CH:19]=[CH:18][CH:17]=1.C(N(C(C)C)CC)(C)C>C(OCCO)C.O>[CH3:15][C:4]1[CH:3]=[C:2]([N:24]2[CH2:25][CH2:26][CH:22]([C:16]3[CH:21]=[CH:20][CH:19]=[CH:18][CH:17]=3)[CH2:23]2)[C:11]2[C:6](=[CH:7][CH:8]=[C:9]([N+:12]([O-:14])=[O:13])[CH:10]=2)[N:5]=1. Procedure: 4-Chloro-2-methyl-6-nitroquinoline (0.2 g), 3-phenylpyrrolidine (0.14 g) and diisopropyl-ethylamine (0.27 mL) in 2-ethoxyethanol (4 mL) was heated in a microwave to 200° C. for 15 minutes. The reaction mixture was diluted with water and extracted with dichloromethane, washed with water, dried (Na2SO4), filtered and evaporated to give a yellow oil. The residue was purified by chromatography on silica, eluting with a mixture of dichloromethane, ethanol and ammonia (200:8:1). The desired fractions ... Starting materials: O1CCOCC1 (Dioxan), C(C1=CC=CC=C1)O[C@@H]1CN(C[C@H]1OCC1=CC=CC=C1)Cl ((3R,4R)-3,4-dibenzyloxy-1-chloropyrrolidine), C[Si](C)(C)C#N (trimethylsilyl cyanide). Reagents/catalysts: [I-].[Zn+2].[I-] (zinc iodide). Run in O (water), O (Water). Conditions: time 20 hour. Product: C(C1=CC=CC=C1)O[C@@H]1C(NC[C@H]1OCC1=CC=CC=C1)C#N ((3R,4R)-3.4-Dibenzyloxy-pyrrolidine-2-carbonitrile). Reaction SMILES: [CH2:1]([O:8][C@H:9]1[C@H:13]([O:14][CH2:15][C:16]2[CH:21]=[CH:20][CH:19]=[CH:18][CH:17]=2)[CH2:12][N:11](Cl)[CH2:10]1)[C:2]1[CH:7]=[CH:6][CH:5]=[CH:4][CH:3]=1.C[Si]([C:27]#[N:28])(C)C.O1CCOCC1>[I-].[Zn+2].[I-].O>[CH2:1]([O:8][C@H:9]1[C@H:13]([O:14][CH2:15][C:16]2[CH:21]=[CH:20][CH:19]=[CH:18][CH:17]=2)[CH2:12][NH:11][CH:10]1[C:27]#[N:28])[C:2]1[CH:7]=[CH:6][CH:5]=[CH:4][CH:3]=1 |f:3.4.5|. Procedure: To the toluene solution was added zinc iodide (0.5 g) and trimethylsilyl cyanide (20 ml, 160 mmol). The mixture was stirred at room temperature for 20 hours under a nitrogen atmosphere. Dioxan (5 ml) and water (5 ml) were added and stirring was continued for 11/2 hour at room temperature. Water (150 ml) was added, the organic phase isolated and washed with water (200 ml), dried with magnesium sulphate and evaporated to dryness in vacuo to give the title compound as an oil. Purification of the cr...